From a dataset of the Open Reaction Database (ORD), a public repository of structured organic reaction records. describe an organic reaction: reactants, conditions, products, and yield RXN SMILES: [C:1]([C:3]1[CH:4]=[C:5]([C:16](=[O:25])[C:17]2[CH:22]=[CH:21][C:20]([O:23][CH3:24])=[CH:19][CH:18]=2)[N:6]2[C:15]3[C:10](=[CH:11][CH:12]=[CH:13][CH:14]=3)[N:9]=[CH:8][C:7]=12)#[N:2]>CO.CC(C)=O>[C:1]([C:3]1[CH:4]=[C:5]([C:16](=[O:25])[C:17]2[CH:18]=[CH:19][C:20]([O:23][CH3:24])=[CH:21][CH:22]=2)[N:6]2[C:15]3[C:10](=[CH:11][CH:12]=[CH:13][CH:14]=3)[NH:9][CH2:8][C:7]=12)#[N:2]. The solvent is CO (methanol), CC(=O)C (acetone). Reactants: C(#N)C=1C=C(N2C1C=NC1=CC=CC=C21)C(C2=CC=C(C=C2)OC)=O (3-cyano-1-(4-methoxy-benzoyl)-pyrrolo[1,2-a]quinoxaline). Yields the product C(#N)C=1C=C(N2C1CNC1=CC=CC=C21)C(C2=CC=C(C=C2)OC)=O (3-Cyano-1-(4-methoxy-benzoyl)-4,5-dihydro-pyrrolo[1,2-a]quinoxaline). Yield: 496.8%. Run at time 4 hour. Reported procedure: A mixture of 3-cyano-1-(4-methoxy-benzoyl)-pyrrolo[1,2-a]quinoxaline (14.5 mg, 0.0044 mmol) in 10 mL of methanol and 0.5 mL acetone was hydrogenated on PtO2 at 40 psi for 4 h. The reaction mixture was filtered, concentrated under vacuum and the residue was purified by chromatography (25% ethyl acetate/hexane) to yield 7.2 mg (50%) of the title compound. 1H NMR (CDCl3): 7.97 (m, 2H), 6.97 (m, 7H), 4.48 (s, 2H), 4.25 (s, broad, 1H), 3.92 (s, 3H). Starting materials: CC(C)O, O=[N+]([O-])c1cc(F)ccc1Oc1ccccc1, [H][H]. Product: Nc1cc(F)ccc1Oc1ccccc1. RXN SMILES: [CH:20]([OH:21])([CH3:22])[CH3:23].[F:1][c:2]1[cH:3][c:4]([N+:15]([O-:16])=[O:17])[c:5]([O:8][c:9]2[cH:10][cH:11][cH:12][cH:13][cH:14]2)[cH:6][cH:7]1.[H:18][H:19]>>[F:1][c:2]1[cH:3][c:4]([NH2:15])[c:5]([O:8][c:9]2[cH:10][cH:11][cH:12][cH:13][cH:14]2)[cH:6][cH:7]1. Reaction conditions: time 2 hour. Reported procedure: A mixture of 62.0 g (0.266 mole) of 4-chloro-3-nitro-biphenyl, 400 ml of concentrated hydrochloric acid and 100 ml of absolute ethanol was heated at reflux while 93 g (0.785 mole) of 20 mesh granular tin metal was added in portions over a 1 hr period. Heating was continued for 2 hr. The white slurry which resulted was cooled and filtered. The white precipitate (filter cake) was partitioned between dilute sodium hydroxide and methylene chloride. The methylene chloride layer was dried over magnesi... The solvent is C(C)O (ethanol). Reactants: ClC1=C(C=C(C=C1)C1=CC=CC=C1)[N+](=O)[O-] (4-chloro-3-nitro-biphenyl), Cl (hydrochloric acid), 20, [Sn] (tin). The product is NC=1C=C(C=CC1Cl)C1=CC=CC=C1 (3-amino-4-chlorobiphenyl). As a reaction SMILES: [Cl:1][C:2]1[CH:7]=[CH:6][C:5]([C:8]2[CH:13]=[CH:12][CH:11]=[CH:10][CH:9]=2)=[CH:4][C:3]=1[N+:14]([O-])=O.Cl.[Sn]>C(O)C>[NH2:14][C:3]1[CH:4]=[C:5]([C:8]2[CH:13]=[CH:12][CH:11]=[CH:10][CH:9]=2)[CH:6]=[CH:7][C:2]=1[Cl:1] |^3:17|. The yield is 87.7%. Starting materials: ClC=1C=CC=2N(N1)C(=CN2)C(C=2C=C1C=CC=NC1=CC2)(F)F (6-[(6-chloro-imidazo[1,2-b]pyridazin-3-yl)-difluoro-methyl]-quinoline), CN1N=CC(=C1)B1OC(C(O1)(C)C)(C)C (1-methyl-4-(4,4,5,5-tetramethyl-[1,3,2]dioxaborolan-2-yl)-1H-pyrazole), tetrakis-(triphenylphosphine)palladium, C(=O)([O-])[O-].[Na+].[Na+] (Na2CO3), COCCOC (DME). The solvent is CCOC(=O)C (EtOAc). Conditions: temperature 150 celsius. Product: FC(C=1C=C2C=CC=NC2=CC1)(C1=CN=C2N1N=C(C=C2)C=2C=NN(C2)C)F (6-{Difluoro-[6-(1-methyl-1H-pyrazol-4-yl)-imidazo[1,2-b]pyridazin-3-yl]-methyl}-quinoline). Reaction SMILES: Cl[C:2]1[CH:3]=[CH:4][C:5]2[N:6]([C:8]([C:11]([F:23])([F:22])[C:12]3[CH:13]=[C:14]4[C:19](=[CH:20][CH:21]=3)[N:18]=[CH:17][CH:16]=[CH:15]4)=[CH:9][N:10]=2)[N:7]=1.[CH3:24][N:25]1[CH:29]=[C:28](B2OC(C)(C)C(C)(C)O2)[CH:27]=[N:26]1.C([O-])([O-])=O.[Na+].[Na+].COCCOC>CCOC(C)=O>[F:22][C:11]([F:23])([C:8]1[N:6]2[N:7]=[C:2]([C:28]3[CH:27]=[N:26][N:25]([CH3:24])[CH:29]=3)[CH:3]=[CH:4][C:5]2=[N:10][CH:9]=1)[C:12]1[CH:13]=[C:14]2[C:19](=[CH:20][CH:21]=1)[N:18]=[CH:17][CH:16]=[CH:15]2 |f:2.3.4|. Procedure details: A microwave tube was charged with 6-[(6-chloro-imidazo[1,2-b]pyridazin-3-yl)-difluoro-methyl]-quinoline (Stage 6.1, 10 mg, 0.03 mmol), 1-methyl-4-(4,4,5,5-tetramethyl-[1,3,2]dioxaborolan-2-yl)-1H-pyrazole (10 mg, 0.045 mmol), tetrakis-(triphenylphosphine)palladium (1.7 mg), 2M Na2CO3 (0.054 mL) and DME (1 mL). It was heated at 150° C. under microwave irradiation for 20 min. The RM was taken up with EtOAc (2 mL) and washed with 10% Na2CO3 and brine. The organic layer was dried over Na2SO4, filter... Solvent: O (water). Run at temperature 100 celsius, time 8 hour. Reactants: FC1=C(N)C=CC(=C1)OC1=C2C(=NC=C1)NC=C2 (2-Fluoro-4-(1H-pyrrolo[2,3-b]pyridin-4-yloxy)aniline), C([O-])(O)=O.[Na+] (sodium bicarbonate), ClC1=NC(=NC(=C1)C1=CC=NC=C1)N (4-Chloro-6-(4-pyridinyl)-2-pyrimidinamine), Cl (hydrochloric acid). Reported procedure: 11 mg (50 μmol) of 2-fluoro-4-(1H-pyrrolo[2,3-b]pyridin-4-yloxy)aniline (from example XX) are suspended in 5 ml of water. 9.3 mg (50 μmol) of 4-chloro-6-(4-pyridinyl)-2-pyrimidineamine (from example XXIX) and 0.01 ml of concentrated hydrochloric acid are added, and the mixture is stirred at 100° C. overnight. For work-up, the reaction solution is made alkaline with saturated sodium bicarbonate solution and extracted 3× with ethyl acetate, and the extracts are dried over sodium sulfate and concen... RXN SMILES: [F:1][C:2]1[CH:8]=[C:7]([O:9][C:10]2[CH:15]=[CH:14][N:13]=[C:12]3[NH:16][CH:17]=[CH:18][C:11]=23)[CH:6]=[CH:5][C:3]=1[NH2:4].Cl[C:20]1[CH:25]=[C:24]([C:26]2[CH:31]=[CH:30][N:29]=[CH:28][CH:27]=2)[N:23]=[C:22]([NH2:32])[N:21]=1.Cl.C(=O)(O)[O-].[Na+]>O>[NH2:32][C:22]1[N:21]=[C:20]([NH:4][C:3]2[CH:5]=[CH:6][C:7]([O:9][C:10]3[CH:15]=[CH:14][N:13]=[C:12]4[NH:16][CH:17]=[CH:18][C:11]=34)=[CH:8][C:2]=2[F:1])[CH:25]=[C:24]([C:26]2[CH:31]=[CH:30][N:29]=[CH:28][CH:27]=2)[N:23]=1 |f:3.4|. The product is NC1=NC(=CC(=N1)NC1=C(C=C(C=C1)OC1=C2C(=NC=C1)NC=C2)F)C2=CC=NC=C2 (N-[2-Amino-6-(4-pyridinyl)-4-pyrimidinyl]-N-[2-fluoro-4-(1H-pyrrolo[2,3-b]-pyridin-4-yloxy)phenyl]amine). Reactants: BrC=1C(N(C=C(N1)Br)C=1C=C(C(=O)OC)C=CC1C)=O (3-(3,5-dibromo-2-oxo-2H-pyrazin-1-yl)-4-methyl-benzoic acid, methyl ester), C(C)(C)N(C(C)C)CC (N,N-diisopropylethylamine), N[C@H](C1CCN(CC1)C(=O)OCC1=CC=CC=C1)C1=CC=CC=C1 (4-[(R)-aminophenylmethyl]-1-piperidinecarboxylic acid, phenylmethyl ester), C1(CC1)N (cyclopropylamine), C1(CCCC1)[Mg]Br (cyclopentylmagnesium bromide). The solvent is O1CCCC1 (tetrahydrofuran), C(C)O (ethanol), C(C)(=O)OCC (ethyl acetate). Run at temperature 110 celsius, time 30 minute. Yields the product C1(CC1)NC(C1=CC(=C(C=C1)C)N1C(C(=NC=C1)N[C@H](C1CCNCC1)C1=CC=CC=C1)=O)=O (N-cyclopropyl-4-methyl-3-[2-oxo-3-[[(R)-phenyl-4-piperidinylmethyl]amino]-1(2H)-pyrazinyl]-benzamide), C1(CC1)NC(=O)C=1C=CC(=C(C1)N1C(C(=NC=C1)N[C@H](C1CCN(CC1)C(=O)OC1=CC=CC=C1)C1=CC=CC=C1)=O)C (4-[(R)-[[4-[5-[(cyclopropylamino)carbonyl]-2-methylphenyl]-3,4-dihydro-3-oxopyrazinyl]amino]phenylmethyl]-1-piperidinecarboxylic acid, phenyl ester). Reaction SMILES: Br[C:2]1[C:3](=[O:20])[N:4]([C:9]2[CH:10]=[C:11]([CH:16]=[CH:17][C:18]=2[CH3:19])[C:12]([O:14]C)=O)[CH:5]=[C:6](Br)[N:7]=1.C([N:24](CC)[CH:25]([CH3:27])[CH3:26])(C)C.[NH2:30][C@@H:31]([C:48]1[CH:53]=[CH:52][CH:51]=[CH:50][CH:49]=1)[CH:32]1[CH2:37][CH2:36][N:35]([C:38]([O:40][CH2:41][C:42]2C=[CH:46][CH:45]=[CH:44][CH:43]=2)=[O:39])[CH2:34][CH2:33]1.[CH:54]1([NH2:57])[CH2:56][CH2:55]1.C1([Mg]Br)CCCC1>O1CCCC1.C(OCC)(=O)C.C(O)C>[CH:25]1([NH:24][C:12](=[O:14])[C:11]2[CH:16]=[CH:17][C:18]([CH3:19])=[C:9]([N:4]3[CH:5]=[CH:6][N:7]=[C:2]([NH:30][C@@H:31]([C:48]4[CH:49]=[CH:50][CH:51]=[CH:52][CH:53]=4)[CH:32]4[CH2:33][CH2:34][NH:35][CH2:36][CH2:37]4)[C:3]3=[O:20])[CH:10]=2)[CH2:27][CH2:26]1.[CH:54]1([NH:57][C:12]([C:11]2[CH:16]=[CH:17][C:18]([CH3:19])=[C:9]([N:4]3[CH:5]=[CH:6][N:7]=[C:2]([NH:30][C@@H:31]([C:48]4[CH:49]=[CH:50][CH:51]=[CH:52][CH:53]=4)[CH:32]4[CH2:37][CH2:36][N:35]([C:38]([O:40][C:41]5[CH:42]=[CH:43][CH:44]=[CH:45][CH:46]=5)=[O:39])[CH2:34][CH2:33]4)[C:3]3=[O:20])[CH:10]=2)=[O:14])[CH2:56][CH2:55]1. Reported procedure: To a stirred solution of 3-(3,5-dibromo-2-oxo-2H-pyrazin-1-yl)-4-methyl-benzoic acid, methyl ester (Example 1b, 0.1 g) in tetrahydrofuran (1.5 mL) within a microwave vial was added N,N-diisopropylethylamine (130 μL) and 4-[(R)-aminophenylmethyl]-1-piperidinecarboxylic acid, phenylmethyl ester (98 mg). The reaction was heated at 110° C. for 60 minutes within a microwave. The reaction was cooled to room temperature before the addition of cyclopropylamine (0.13 mL) and cyclopentylmagnesium bromide ...